Dataset: the Open Reaction Database (ORD), a public repository of structured organic reaction records. Task: describe an organic reaction: reactants, conditions, products, and yield Starting materials: CC(C1=CC=CC=C1)=NC1=CC=C(OC)C=C1 (N-(αmethyl-benzylidene)-p-anisidine). The reagents and catalysts are [Pd] (Pd/C). The solvent is C(C)O (ethanol). The product is CC(C1=CC=CC=C1)NC1=CC=C(OC)C=C1 (N-(α-methyl benzyl)-p-anisidine). As a reaction SMILES: [CH3:1][C:2](=[N:9][C:10]1[CH:17]=[CH:16][C:13]([O:14][CH3:15])=[CH:12][CH:11]=1)[C:3]1[CH:8]=[CH:7][CH:6]=[CH:5][CH:4]=1>[Pd].C(O)C>[CH3:1][CH:2]([NH:9][C:10]1[CH:11]=[CH:12][C:13]([O:14][CH3:15])=[CH:16][CH:17]=1)[C:3]1[CH:4]=[CH:5][CH:6]=[CH:7][CH:8]=1. Reported procedure: N-(α-methyl benzylidene)-p-anisidine (VII) prepared by the procedure described in example IVA was hydrogenated using 5% Pd/C as the catalyst and 95% ethanol as the solvent to give N-(α-methyl benzyl)-p-anisidine (VIII). VIII had a melting point of 64° C. Conditions: time 3 hour. Reported procedure: A solution of 10.9 g. of 1,1,5-trimethoxy-2,6-dimethylheptane in 200 ml. of tetrahydrofuran and 60 ml. of water is treated with one g. of trichloroacetic acid and then the mixture heated at 60° for one hour. After cooling, there is added 40 ml. of 2N sodium hydroxide in methanol followed by 2 g. of powdered sodium borohydride. The reaction mixture is stirred at room temperature for three hours and then concentrated and extracted with ether. The ethereal extracts are evaporated under reduced pres... The product is OCC(CCC(C(C)C)OC)C (1-hydroxy-5-methoxy-2,6-dimethylheptane). Run in CO (methanol), O1CCCC1 (tetrahydrofuran), O (water). Starting materials: COC(C(CCC(C(C)C)OC)C)OC (1,1,5-trimethoxy-2,6-dimethylheptane), [BH4-].[Na+] (sodium borohydride), ClC(C(=O)O)(Cl)Cl (trichloroacetic acid), [OH-].[Na+] (sodium hydroxide). As a reaction SMILES: C[O:2][CH:3](OC)[CH:4]([CH3:13])[CH2:5][CH2:6][CH:7]([O:11][CH3:12])[CH:8]([CH3:10])[CH3:9].ClC(Cl)(Cl)C(O)=O.[OH-].[Na+].[BH4-].[Na+]>CO.O.O1CCCC1>[OH:2][CH2:3][CH:4]([CH3:13])[CH2:5][CH2:6][CH:7]([O:11][CH3:12])[CH:8]([CH3:9])[CH3:10] |f:2.3,4.5|. Reactants: saturated solution, [Cl-].[NH4+] (ammonium chloride), solution, C1(=CC=CC=C1)[Mg]Br (phenyl magnesium bromide), C(CCCC=O)=O (glutaraldehyde). Solvent: O (water), CCOCC (ether), O1CCCC1 (tetrahydrofuran). Run at time 15 minute. Yields the product C1(=CC=CC=C1)C1CCCC(O1)O (tetrahydro-6-phenyl-2H-pyran-2-ol). Reaction SMILES: [C:1]1([Mg]Br)[CH:6]=[CH:5][CH:4]=[CH:3][CH:2]=1.[CH:9](=[O:15])[CH2:10][CH2:11][CH2:12][CH:13]=[O:14].[Cl-].[NH4+]>CCOCC.O1CCCC1.O>[C:1]1([CH:13]2[O:14][CH:9]([OH:15])[CH2:10][CH2:11][CH2:12]2)[CH:6]=[CH:5][CH:4]=[CH:3][CH:2]=1 |f:2.3|. Procedure details: 136.1 ml of a 3 M solution of phenyl magnesium bromide in ether was added, drop by drop, to a solution of 37.1 g of 4A in 375 ml of tetrahydrofuran at -60°±10° C. The mixture was allowed to warm (over a two-hour period) to room temperature. Then 75 ml of a saturated solution of ammonium chloride in water was added, the temperature of the mixture being held at 0°-5° C. The mixture was stirred for 15 minutes, then the supernatant oil was decanted, dried (MgSO4), and stripped of solvent. The residu... Reactants: CCOC(C)=O, [Cl-], CC(C)(CCn1cnc(-c2ccccc2)c1)NCC(O)c1ccc(OCc2ccccc2)c(N)c1, O, O=S(=O)(O)c1ccccc1, c1ccncc1. RXN SMILES: [C:47]([O:48][CH2:49][CH3:50])(=[O:51])[CH3:52].[Cl-:1].[NH2:12][c:13]1[cH:14][c:15]([CH:27]([CH2:28][NH:29][C:30]([CH2:31][CH2:32][n:33]2[cH:34][n:35][c:36](-[c:38]3[cH:39][cH:40][cH:41][cH:42][cH:43]3)[cH:37]2)([CH3:44])[CH3:45])[OH:46])[cH:16][cH:17][c:18]1[O:19][CH2:20][c:21]1[cH:22][cH:23][cH:24][cH:25][cH:26]1.[OH2:53].[c:2]1([S:8](=[O:9])(=[O:10])[OH:11])[cH:3][cH:4][cH:5][cH:6][cH:7]1.[cH:54]1[cH:55][cH:56][n:57][cH:58][cH:59]1>>[c:2]1([S:8](=[O:10])(=[O:11])[NH:12][c:13]2[cH:14][c:15]([CH:27]([CH2:28][NH:29][C:30]([CH2:31][CH2:32][n:33]3[cH:34][n:35][c:36](-[c:38]4[cH:39][cH:40][cH:41][cH:42][cH:43]4)[cH:37]3)([CH3:44])[CH3:45])[OH:46])[cH:16][cH:17][c:18]2[O:19][CH2:20][c:21]2[cH:22][cH:23][cH:24][cH:25][cH:26]2)[cH:3][cH:4][cH:5][cH:6][cH:7]1. The product is CC(C)(CCn1cnc(-c2ccccc2)c1)NCC(O)c1ccc(OCc2ccccc2)c(NS(=O)(=O)c2ccccc2)c1.